Dataset: the Open Reaction Database (ORD), a public repository of structured organic reaction records. Task: describe an organic reaction: reactants, conditions, products, and yield Reactants: Cc1c(NC2CC3CCC(C2)N3Cc2ccccc2)ccc2[nH]ncc12, CCO, O=C[O-], [NH4+]. Yields the product Cc1c(NC2CC3CCC(C2)N3)ccc2[nH]ncc12. Reaction SMILES: [CH2:1]([c:2]1[cH:3][cH:4][cH:5][cH:6][cH:7]1)[N:8]1[CH:9]2[CH2:10][CH:11]([NH:16][c:17]3[c:18]([CH3:26])[c:19]4[cH:20][n:21][nH:22][c:23]4[cH:24][cH:25]3)[CH2:12][CH:13]1[CH2:14][CH2:15]2.[CH3:31][CH2:32][OH:33].[CH:27]([O-:28])=[O:29].[NH4+:30]>>[NH:8]1[CH:9]2[CH2:10][CH:11]([NH:16][c:17]3[c:18]([CH3:26])[c:19]4[cH:20][n:21][nH:22][c:23]4[cH:24][cH:25]3)[CH2:12][CH:13]1[CH2:14][CH2:15]2.